Dataset: the Open Reaction Database (ORD), a public repository of structured organic reaction records. Task: describe an organic reaction: reactants, conditions, products, and yield The reactants are CC1=CC2=C(CN(CC2O)C)O1 (2,6-dimethyl-4,5,6,7-tetrahydrofuro[2,3-c]pyridin-4-ol), ClC1=C(C=CC=C1Cl)F (2,3-dichloro-1-fluorobenzene). Product: Cl.ClC1=C(C=CC=C1Cl)OC1C2=C(CN(C1)C)OC(=C2)C (4-(2,3-Dichlorophenyloxy)-2,6-dimethyl-4,5,6,7-tetrahydrofuro[2,3-c]pyridine hydrochloride). Reaction SMILES: [CH3:1][C:2]1[O:12][C:5]2[CH2:6][N:7]([CH3:11])[CH2:8][CH:9]([OH:10])[C:4]=2[CH:3]=1.[Cl:13][C:14]1[C:19]([Cl:20])=[CH:18][CH:17]=[CH:16][C:15]=1F>>[ClH:13].[Cl:13][C:14]1[C:19]([Cl:20])=[CH:18][CH:17]=[CH:16][C:15]=1[O:10][CH:9]1[CH2:8][N:7]([CH3:11])[CH2:6][C:5]2[O:12][C:2]([CH3:1])=[CH:3][C:4]1=2 |f:2.3|. Procedure: The same method as in Example 3 was conducted using 2,6-dimethyl-4,5,6,7-tetrahydrofuro[2,3-c]pyridin-4-ol (Reference Example 2) instead of 6-methyl-4,5,6,7-tetrahydrothieno[2,3-c]pyridin-4-ol (Reference Example 6) and was conducted using 2,3-dichloro-1-fluorobenzene instead of 1,3-difluorobenzene to give the objective compound. Starting materials: C(C1=CC=CC=C1)OC(=O)N1CCC(CC1)(C1=CC=C(C=C1)C(F)(F)F)O (1-benzyloxycarbonyl-4-hydroxy-4-(4-trifluoromethylphenyl)-piperidine), [H][H] (hydrogen). Reagents/catalysts: [Pd] (palladium on carbon). Solvent: C(C)O (ethanol). Conditions: time 2.5 hour. The product is OC1(CCNCC1)C1=CC=C(C=C1)C(F)(F)F (4-hydroxy-4-(4-trifluoromethylphenyl)-piperidine). Isolated yield 62.7%. Reaction SMILES: C(OC([N:11]1[CH2:16][CH2:15][C:14]([OH:27])([C:17]2[CH:22]=[CH:21][C:20]([C:23]([F:26])([F:25])[F:24])=[CH:19][CH:18]=2)[CH2:13][CH2:12]1)=O)C1C=CC=CC=1.[H][H]>[Pd].C(O)C>[OH:27][C:14]1([C:17]2[CH:18]=[CH:19][C:20]([C:23]([F:26])([F:24])[F:25])=[CH:21][CH:22]=2)[CH2:15][CH2:16][NH:11][CH2:12][CH2:13]1. Procedure details: A mixture of 1-benzyloxycarbonyl-4-hydroxy-4-(4-trifluoromethylphenyl)-piperidine (12.3 g, 32.4 mmol), ethanol (150 mL), and 10% palladium on carbon (1.4 g) was hydrogenated in a Parr apparatus (initial hydrogen pressure was 48 psi). After 2.5 hours, the mixture was filtered through celite and concentrated. The residue was triturated with ether/hexane to obtain 4.98 g (63%) of 4-hydroxy-4-(4-trifluoromethylphenyl)-piperidine as a white solid which had mp 130.5°-132° C. Analysis calculated for C1... Starting materials: COC(C)(C)C, CCOC(=O)C=Cc1cccc(NC(=O)c2ccc3oc4ccccc4c3c2)c1, C1CCOC1, CO, Cl. Product: O=C(O)C=Cc1cccc(NC(=O)c2ccc3oc4ccccc4c3c2)c1. RXN SMILES: [C:38]([O:39][CH3:40])([CH3:41])([CH3:42])[CH3:43].[CH2:1]([CH3:2])[O:3][C:4]([CH:5]=[CH:6][c:7]1[cH:8][c:9]([NH:13][C:14](=[O:15])[c:16]2[cH:17][c:18]3[c:19]([o:20][c:21]4[c:22]3[cH:23][cH:24][cH:25][cH:26]4)[cH:27][cH:28]2)[cH:10][cH:11][cH:12]1)=[O:29].[CH2:32]1[O:33][CH2:34][CH2:35][CH2:36]1.[CH3:30][OH:31].[ClH:37]>>[O:3]=[C:4]([CH:5]=[CH:6][c:7]1[cH:8][c:9]([NH:13][C:14](=[O:15])[c:16]2[cH:17][c:18]3[c:19]([o:20][c:21]4[c:22]3[cH:23][cH:24][cH:25][cH:26]4)[cH:27][cH:28]2)[cH:10][cH:11][cH:12]1)[OH:29]. The reactants are CC#N, CC1CNC(C)CN1, Clc1cncc(Cl)n1, [K+], [K+], O=C([O-])[O-]. Yields the product CC1CN(c2cncc(Cl)n2)C(C)CN1. As a reaction SMILES: [CH3:23][C:24]#[N:25].[CH3:9][CH:10]1[NH:11][CH2:12][CH:13]([CH3:16])[NH:14][CH2:15]1.[Cl:1][c:2]1[n:3][c:4]([Cl:8])[cH:5][n:6][cH:7]1.[K+:17].[K+:18].[O-:19][C:20]([O-:21])=[O:22]>>[c:2]1([N:11]2[CH:10]([CH3:9])[CH2:15][NH:14][CH:13]([CH3:16])[CH2:12]2)[n:3][c:4]([Cl:8])[cH:5][n:6][cH:7]1. The reactants are ClC1=NC2=CC=C(C=C2N=C1)Cl (2,6-dichloroquinoxaline), OC1=CC=C(OC(/C=C/CO)C)C=C1 ((E)-4-(4-hydroxyphenoxy)-2-penten-1-ol), C([O-])([O-])=O.[K+].[K+] (potassium carbonate). Solvent: C(C)#N (acetonitrile). Yields the product ClC=1C=C2N=CC(=NC2=CC1)OC1=CC=C(OC(C=CCO)C)C=C1 (4-(4-((6-chloro-2-quinoxalinyl)oxy)phenoxy)-2-penten-1-ol). Reaction SMILES: Cl[C:2]1[CH:11]=[N:10][C:9]2[C:4](=[CH:5][CH:6]=[C:7]([Cl:12])[CH:8]=2)[N:3]=1.[OH:13][C:14]1[CH:26]=[CH:25][C:17]([O:18][CH:19]([CH3:24])/[CH:20]=[CH:21]/[CH2:22][OH:23])=[CH:16][CH:15]=1.C(=O)([O-])[O-].[K+].[K+]>C(#N)C>[Cl:12][C:7]1[CH:8]=[C:9]2[C:4](=[CH:5][CH:6]=1)[N:3]=[C:2]([O:13][C:14]1[CH:15]=[CH:16][C:17]([O:18][CH:19]([CH3:24])[CH:20]=[CH:21][CH2:22][OH:23])=[CH:25][CH:26]=1)[CH:11]=[N:10]2 |f:2.3.4|. Reported procedure: A mixture of 1.99 g (10 mmol) of 2,6-dichloroquinoxaline, 2.13 g (11 mmol) of (E)-4-(4-hydroxyphenoxy)-2-penten-1-ol, 1.73 g (12.5 mmol) of powdered, anhydrous potassium carbonate and 50 ml of dry acetonitrile was warmed at reflux under nitrogen for a period of 3 hours. The mixture was cooled to room temperature, and the solid filtered off and washed well with ether. The filtrates were combined and evaporated to dryness, and the residue partitioned between ether and 2 percent aqueous sodium hydr...